This data is from the Open Reaction Database (ORD), a public repository of structured organic reaction records. The task is: describe an organic reaction: reactants, conditions, products, and yield Reactants: CC(C)(C)OC(=O)N1CC(CO)CC2c3cccc4c3c(cn4C(=O)OC(C)(C)C)CC21, CC(=O)O, CC(=O)O, CC1(C)CCCC(C)(C)N1O, ClCCl, Ic1ccccc1, O. The product is CC(C)(C)OC(=O)N1CC(C(=O)O)CC2c3cccc4c3c(cn4C(=O)OC(C)(C)C)CC21. As a reaction SMILES: [C:1]([CH3:2])([CH3:3])([CH3:4])[O:5][C:6](=[O:7])[n:8]1[cH:9][c:10]2[c:23]3[c:18]([cH:19][cH:20][cH:21][c:22]13)[CH:17]1[CH:12]([CH2:11]2)[N:13]([C:26](=[O:27])[O:28][C:29]([CH3:30])([CH3:31])[CH3:32])[CH2:14][CH:15]([CH2:24][OH:25])[CH2:16]1.[C:45]([OH:46])(=[O:47])[CH3:48].[C:49]([OH:50])(=[O:51])[CH3:52].[CH3:34][C:35]1([CH3:44])[N:36]([O:37])[C:38]([CH3:39])([CH3:40])[CH2:41][CH2:42][CH2:43]1.[Cl:60][CH2:61][Cl:62].[I:53][c:54]1[cH:55][cH:56][cH:57][cH:58][cH:59]1.[OH2:33]>>[C:1]([CH3:2])([CH3:3])([CH3:4])[O:5][C:6](=[O:7])[n:8]1[cH:9][c:10]2[c:23]3[c:18]([cH:19][cH:20][cH:21][c:22]13)[CH:17]1[CH:12]([CH2:11]2)[N:13]([C:26](=[O:27])[O:28][C:29]([CH3:30])([CH3:31])[CH3:32])[CH2:14][CH:15]([C:24](=[O:25])[OH:47])[CH2:16]1. Reactants: C(C)OC(C[C@H](N([C@H](C)C1=CC=CC=C1)CC1=CC=CC=C1)C1=CC2=C(C=CO2)C=C1)=O (3(S)-(Benzofuran-6-yl)-3-[benzyl-(1(R)-phenyl-ethyl)-amino]-propionic acid ethyl ester). Run in CCO.O.CC(=O)O (EtOH H2O AcOH). Reaction conditions: time 18 hour. The product is C(C)OC(C[C@@H](C1=CC2=C(CCO2)C=C1)N)=O (3(S)-Amino-3-(2,3-dihydro-benzofuran-6-yl)-propionic acid ethyl ester). As a reaction SMILES: [CH2:1]([O:3][C:4](=[O:32])[CH2:5][C@@H:6]([C:23]1[CH:31]=[CH:30][C:26]2[CH:27]=[CH:28][O:29][C:25]=2[CH:24]=1)[N:7](CC1C=CC=CC=1)[C@@H](C1C=CC=CC=1)C)[CH3:2]>CCO.O.CC(O)=O>[CH2:1]([O:3][C:4](=[O:32])[CH2:5][C@H:6]([NH2:7])[C:23]1[CH:31]=[CH:30][C:26]2[CH2:27][CH2:28][O:29][C:25]=2[CH:24]=1)[CH3:2] |f:1.2.3|. Procedure: A mixture of the dibenzylamine 6-5 (1.19 g, 2.78 mmol) in EtOH/H2O/AcOH (26 mL/3 mL/1.0 mL) was degassed with argon and treated with Pd(OH)2 (1.19 g). The mixture was placed under 1 atm of H2. After stirring for 18 h, the mixture was diluted with EtOAc, and filtered through celite. The filtrate was concentrated and the residue purified by flash chromatography (10% ethyl acetate/dichloromethane) to give the ester 6-6 as a white solid. Starting materials: C(C=C)CC12C3C(C(C=C1)C2)C(=O)OC3=O (allylmethylbicyclo[2.2.1]hept-5-ene-2,3-dicarboxylic anhydride), C1(CCCCC1)N (cyclohexylamine). Reaction conditions: temperature 135 celsius. Yields the product C1(CCCCC1)N=C(O)C1C2(C=CC(C1C(=O)O)C2)CCC=C (Allylmethylbicyclo[2.2.1]hept-5-ene-2,3-dicarboxylic acid N-cyclohexylimide). Yield: 58.2%. Reaction SMILES: [CH2:1]([CH2:4][C:5]12[CH2:11][CH:8]([CH:9]=[CH:10]1)[CH:7]1[C:12]([O:14][C:15](=[O:16])[CH:6]21)=[O:13])[CH:2]=[CH2:3].[CH:17]1([NH2:23])[CH2:22][CH2:21][CH2:20][CH2:19][CH2:18]1>>[CH:17]1([N:23]=[C:15]([CH:6]2[CH:7]([C:12]([OH:14])=[O:13])[CH:8]3[CH2:11][C:5]2([CH2:4][CH2:1][CH:2]=[CH2:3])[CH:10]=[CH:9]3)[OH:16])[CH2:22][CH2:21][CH2:20][CH2:19][CH2:18]1. Reported procedure: A mixture of 20 g of allylmethylbicyclo[2.2.1]hept-5-ene-2,3-dicarboxylic anhydride and 9.09 g of cyclohexylamine is heated at 135° C. for 3 hours, and the product is then distilled in vacuo. 16 g of a yellow, viscous oil distill over between 128° and 138° C. at 2.5 Pa, corresponding to a yield of 58.2%. Starting materials: BrC=1C(=C(C=CC1)N1C(C2=CC=C(C=C2C1=O)C(C)(C)C)=O)C (2-(3-bromo-2-methylphenyl)-5-tert-butylisoindoline-1,3-dione), BrC=1C(=C(C=CC1)N1C(C2=CC=C(C=C2C1=O)C(C)(C)C)=O)C (2-(3-bromo-2-methylphenyl)-5-tert-butylisoindoline-1,3-dione), [BH4-].[Na+] (sodium borohydride), C(=O)(C(F)(F)F)O (TFA), [BH4-].[Na+] (sodium borohydride), C(C)[SiH](CC)CC (triethylsilane). The solvent is CO (methanol), C(Cl)Cl (DCM). Run at time 40 minute. Product: BrC=1C(=C(C=CC1)N1C(C2=CC(=CC=C2C1)C(C)(C)C)=O)C (2-(3-bromo-2-methylphenyl)-6-tert-butylisoindolin-1-one). The yield is 13.9%. Reaction SMILES: [Br:1][C:2]1[C:3]([CH3:23])=[C:4]([N:8]2[C:16](=[O:17])[C:15]3[C:10](=[CH:11][CH:12]=[C:13]([C:18]([CH3:21])([CH3:20])[CH3:19])[CH:14]=3)[C:9]2=O)[CH:5]=[CH:6][CH:7]=1.[BH4-].[Na+].C(O)(C(F)(F)F)=O.C([SiH](CC)CC)C>CO.C(Cl)Cl>[Br:1][C:2]1[C:3]([CH3:23])=[C:4]([N:8]2[CH2:9][C:10]3[C:15](=[CH:14][C:13]([C:18]([CH3:19])([CH3:20])[CH3:21])=[CH:12][CH:11]=3)[C:16]2=[O:17])[CH:5]=[CH:6][CH:7]=1 |f:1.2|. Procedure: A suspension of 2-(3-bromo-2-methylphenyl)-5-tert-butylisoindoline-1,3-dione (Intermediate 3-2, 1.0 g, 2.69 mmol) in methanol (20 mL) was treated with sodium borohydride (203 mg, 5.37 mmol) and stirred at rt. After a few minutes, additional sodium borohydride (203 mg, 5.37 mmol) was added. After 40 min, the mixture was concentrated, and the residue was dissolved in DCM, washed with water and brine, and dried and concentrated to provide a white solid. This material was dissolved in DCM (10 mL) an... Starting materials: O1CCOC12CCC(CC2)C2=C(C=CC=C2)CO ([(1,4-dioxaspiro[4.5]decan-8-yl)(phenyl)]methanol), [H-].[Na+] (sodium hydride), C1(=CC=CC=C1)CBr (phenylmethyl bromide). Solvent: C1(=CC=CC=C1)C (toluene). Product: O1CCOC12CCC(CC2)C2=C(C=CC=C2)COCC2=CC=CC=C2 (phenylmethyl [(1,4-dioxaspiro[4.5]decan-8-yl)(phenyl)]methyl ether). As a reaction SMILES: [O:1]1[C:5]2([CH2:10][CH2:9][CH:8]([C:11]3[CH:16]=[CH:15][CH:14]=[CH:13][C:12]=3[CH2:17][OH:18])[CH2:7][CH2:6]2)[O:4][CH2:3][CH2:2]1.[H-].[Na+].[C:21]1([CH2:27]Br)[CH:26]=[CH:25][CH:24]=[CH:23][CH:22]=1>C1(C)C=CC=CC=1>[O:1]1[C:5]2([CH2:6][CH2:7][CH:8]([C:11]3[CH:16]=[CH:15][CH:14]=[CH:13][C:12]=3[CH2:17][O:18][CH2:27][C:21]3[CH:26]=[CH:25][CH:24]=[CH:23][CH:22]=3)[CH2:9][CH2:10]2)[O:4][CH2:3][CH2:2]1 |f:1.2|. Procedure details: When the bridging group is carbonyl, the Grignard reagent of 8-bromo-1,4-dioxaspiro[4.5]decane is first prepared. The precursor 8-bromo-1,4-dioxaspiro[4.5]decane is prepared by the method of E. I. Snyder (JOC, 36, 403 (1971)). The Grignard reagent is in turn reacted with an appropriately substituted or unsubstituted benzaldehyde, for example, 3-trifluoromethylbenzaldehyde and then treated with aqueous ammonium chloride, yielding [(1,4-dioxaspiro[4.5]decan-8-yl)(phenyl)]methanol. The so-prepared ... The reactants are S=C1Nc2cc(Br)ccc2Nc2ccccc21, CCCCCC, CCOCC, CCCCCC, CCOCCO, ClCCl, NCc1cccnc1. Yields the product Brc1ccc2c(c1)N=C(NCc1cccnc1)c1ccccc1N2. RXN SMILES: [Br:1][c:2]1[cH:3][cH:4][c:5]2[c:6]([cH:17]1)[NH:7][C:8](=[S:16])[c:9]1[c:10]([cH:12][cH:13][cH:14][cH:15]1)[NH:11]2.[CH3:29][CH2:30][CH2:31][CH2:32][CH2:33][CH3:34].[CH3:35][CH2:36][O:37][CH2:38][CH3:39].[CH3:40][CH2:41][CH2:42][CH2:43][CH2:44][CH3:45].[CH3:46][CH2:47][O:48][CH2:49][CH2:50][OH:51].[Cl:26][CH2:27][Cl:28].[NH2:18][CH2:19][c:20]1[cH:21][n:22][cH:23][cH:24][cH:25]1>>[Br:1][c:2]1[cH:3][cH:4][c:5]2[c:6]([cH:17]1)[N:7]=[C:8]([NH:18][CH2:19][c:20]1[cH:21][n:22][cH:23][cH:24][cH:25]1)[c:9]1[c:10]([cH:12][cH:13][cH:14][cH:15]1)[NH:11]2. The reactants are CN(C)C=O, O=[N+]([O-])c1cccc(C(O)c2c[nH]c3ncc(-c4cccnc4)cc23)c1, O. Yields the product O=C(c1cccc([N+](=O)[O-])c1)c1c[nH]c2ncc(-c3cccnc3)cc12. Reaction SMILES: [CH3:28][N:29]([CH3:30])[CH:31]=[O:32].[N+:1](=[O:2])([O-:3])[c:4]1[cH:5][c:6]([CH:10]([OH:11])[c:12]2[cH:13][nH:14][c:15]3[n:16][cH:17][c:18](-[c:21]4[cH:22][n:23][cH:24][cH:25][cH:26]4)[cH:19][c:20]23)[cH:7][cH:8][cH:9]1.[OH2:27]>>[N+:1](=[O:2])([O-:3])[c:4]1[cH:5][c:6]([C:10](=[O:11])[c:12]2[cH:13][nH:14][c:15]3[n:16][cH:17][c:18](-[c:21]4[cH:22][n:23][cH:24][cH:25][cH:26]4)[cH:19][c:20]23)[cH:7][cH:8][cH:9]1.